This data is from the Open Reaction Database (ORD), a public repository of structured organic reaction records. The task is: describe an organic reaction: reactants, conditions, products, and yield Starting materials: OCC=1N(C(=C(N1)C(C)C)SC1=CC(=CC(=C1)Cl)Cl)CC (2-hydroxymethyl-5-(3,5-dichlorophenylthio)-4-isopropyl-1-ethyl-1H-imidazole), C(N)([O-])=O (carbamate), ClC1=CC=C(C(=O)N=C=O)C=C1 (4-chlorobenzoyl isocyanate). Yields the product ClC1=CC=C(C(=O)NC(OCC=2N(C(=C(N2)C(C)C)SC2=CC(=CC(=C2)Cl)Cl)CC)=O)C=C1 (5-(3,5-Dichlorophenylthio)-1-ethyl-4-isopropyl-1H-imidazol-2-ylmethyl 4-chlorobenzoylcarbamate). The yield is 25.0%. As a reaction SMILES: [OH:1][CH2:2][C:3]1[N:4]([CH2:20][CH3:21])[C:5]([S:11][C:12]2[CH:17]=[C:16]([Cl:18])[CH:15]=[C:14]([Cl:19])[CH:13]=2)=[C:6]([CH:8]([CH3:10])[CH3:9])[N:7]=1.C(=O)([O-])N.[Cl:26][C:27]1[CH:37]=[CH:36][C:30]([C:31]([N:33]=[C:34]=[O:35])=[O:32])=[CH:29][CH:28]=1>>[Cl:26][C:27]1[CH:37]=[CH:36][C:30]([C:31]([NH:33][C:34](=[O:35])[O:1][CH2:2][C:3]2[N:4]([CH2:20][CH3:21])[C:5]([S:11][C:12]3[CH:17]=[C:16]([Cl:18])[CH:15]=[C:14]([Cl:19])[CH:13]=3)=[C:6]([CH:8]([CH3:9])[CH3:10])[N:7]=2)=[O:32])=[CH:29][CH:28]=1. Procedure details: The compound 19 (69 mg, 0.2 mmol) was converted to the carbamate with 4-chlorobenzoyl isocyanate (5 eq.) in the same manner as the example 66 to give the compound 86 (26 mg, 25%) as crystals. Mp. 82-83° C. Rf 0.13 (1:2 EtOAc - hexane). The reactants are O=C=O, C1CCOC1, CCOC(=O)C=Cc1ccc([N+](=O)[O-])cc1, CCO, [Co+], [Li+], O, c1ccc2c3nc(nc4[nH]c(nc5nc(nc6[nH]c(n3)c3ccccc63)c3ccccc53)c3ccccc43)c2c1. Product: CCOC(=O)C=Cc1ccc(N)cc1. As a reaction SMILES: [C:23](=[O:24])=[O:25].[CH2:1]1[O:2][CH2:3][CH2:4][CH2:5]1.[CH2:6]([CH3:7])[O:8][C:9]([CH:10]=[CH:11][c:12]1[cH:13][cH:14][c:15]([N+:18]([O-:19])=[O:20])[cH:16][cH:17]1)=[O:21].[CH3:26][CH2:27][OH:28].[Co+:29].[Li+:30].[OH2:22].[cH:31]1[cH:32][c:33]2[c:34]([c:35]3[n:36][c:37]4[c:38]5[c:39]([c:40]([nH:41]4)[n:42][c:43]4[c:44]6[c:45]([c:46]([n:47]4)[n:48][c:49]4[c:50]7[c:51]([c:52]([nH:53]4)[n:54][c:55]2[n:56]3)[cH:57][cH:58][cH:59][cH:60]7)[cH:61][cH:62][cH:63][cH:64]6)[cH:65][cH:66][cH:67][cH:68]5)[cH:69][cH:70]1>>[CH2:6]([CH3:7])[O:8][C:9]([CH:10]=[CH:11][c:12]1[cH:13][cH:14][c:15]([NH2:18])[cH:16][cH:17]1)=[O:21]. Starting materials: Cl.NN (hydrazine hydrochloride), C(C)C(C(=O)[O-])(C(=O)C(=O)[O-])CC.[Na+].[Na+] (sodium diethyloxalacetate), C(C)O (ethanol). Conditions: time 2 hour. The product is C(C)OC(=O)C1=NNC(=C1)O (3-Ethoxycarbonyl-5-hydroxypyrazole). As a reaction SMILES: Cl.[NH2:2][NH2:3].C([C:6](CC)([C:10]([C:12]([O-:14])=[O:13])=O)[C:7]([O-:9])=O)C.[Na+].[Na+].[CH2:19](O)[CH3:20]>>[CH2:19]([O:14][C:12]([C:10]1[CH:6]=[C:7]([OH:9])[NH:3][N:2]=1)=[O:13])[CH3:20] |f:0.1,2.3.4|. Procedure details: To 400 ml of ethanol were added 20.6 g (0.30 mol) of the hydrazine hydrochloride and 63.0 g (0.30 mol) of sodium diethyloxalacetate. This mixture was stirred at room temperature for 2 hours, and then heated with refluxing and stirring for 3 hours. After the ethanol was distilled off, 100 ml of water was added to the residue. The resulting mixture was stirred at room temperature for 1 hour, and the crystals yielded were taken out by filtration and washed with water. Starting materials: FC1=CC=C(C=C1)C=1OC=NN1 (2-(4-fluorophenyl)-1,3,4-oxadiazole), [Li+].CC(C)[N-]C(C)C (LDA), C(C)(=O)C1=CC=NC=C1 (4-acetyl pyridine). Solvent: C1CCOC1 (THF), C1CCOC1 (THF). Reaction conditions: time 2 hour. Product: FC1=CC=C(C=C1)C1=NN=C(O1)C(C)(O)C1=CC=NC=C1 (1-(5-(4-fluorophenyl)-1,3,4-oxadiazol-2-yl)-1-(pyridin-4-yl)ethanol). Isolated yield 4.0%. Reaction SMILES: [F:1][C:2]1[CH:7]=[CH:6][C:5]([C:8]2[O:9][CH:10]=[N:11][N:12]=2)=[CH:4][CH:3]=1.[Li+].CC([N-]C(C)C)C.[C:21]([C:24]1[CH:29]=[CH:28][N:27]=[CH:26][CH:25]=1)(=[O:23])[CH3:22]>C1COCC1>[F:1][C:2]1[CH:3]=[CH:4][C:5]([C:8]2[O:9][C:10]([C:21]([C:24]3[CH:29]=[CH:28][N:27]=[CH:26][CH:25]=3)([OH:23])[CH3:22])=[N:11][N:12]=2)=[CH:6][CH:7]=1 |f:1.2|. Procedure details: To a stirred solution of 2-(4-fluorophenyl)-1,3,4-oxadiazole (0.8 g, 2.4 mmol) in THF (10 mL) was added LDA (2.9 mmol) at −78° C. (0.308 g, 2.9 mmol) and mixture was stirred for 20 min A solution of 4-acetyl pyridine (0.377 g, 3.1 mmol) in THF (10 mL) was added at −78° C. and stirred for 2 h. The reaction mixture was quenched with saturated NH4Cl solution (50 mL), extracted with ethyl acetate (3×60 mL), washed with brine solution (60 mL), dried over anhydrous Na2SO4 and concentrated under reduce... Reactants: C1(=CC=CC=C1)CCSC1=CC=C(C=C1)C=C1C(NC(S1)=O)=O (5-[4-(2-Phenylethylthio)phenylmethylene]thiazolidine-2,4-dione). Reagents/catalysts: [Zn] (zinc). The solvent is C(C)(=O)O (acetic acid). Product: C1(=CC=CC=C1)CCSC1=CC=C(CC2C(NC(S2)=O)=O)C=C1 (5-[4-(2-Phenylethylthio)benzyl]thiazolidine-2,4-dione). Yield: 16.3%. RXN SMILES: [C:1]1([CH2:7][CH2:8][S:9][C:10]2[CH:15]=[CH:14][C:13]([CH:16]=[C:17]3[S:21][C:20](=[O:22])[NH:19][C:18]3=[O:23])=[CH:12][CH:11]=2)[CH:6]=[CH:5][CH:4]=[CH:3][CH:2]=1>C(O)(=O)C.[Zn]>[C:1]1([CH2:7][CH2:8][S:9][C:10]2[CH:15]=[CH:14][C:13]([CH2:16][CH:17]3[S:21][C:20](=[O:22])[NH:19][C:18]3=[O:23])=[CH:12][CH:11]=2)[CH:2]=[CH:3][CH:4]=[CH:5][CH:6]=1. Procedure details: Title product of Example 5 (4.1 mmol, 1.4 g) and zinc dust (40 mmol, 2.6 g) were heated to reflux in acetic acid (50 ml) for 15 minutes. The reaction mixture was filtered and the solvent was removed in vauco. The residue was purified on silica gel using hexane:ethyl acetate (2:1) plus 5% acetic acid as eluant to afford 230 mg of present title product; m.p. 58°-65° C.